Dataset: the Open Reaction Database (ORD), a public repository of structured organic reaction records. Task: describe an organic reaction: reactants, conditions, products, and yield Reactants: CC=1C(=C(C2=C(N(C3=CC=CC=C23)C)N1)NC)C(=O)OCC (2,9-dimethyl-4-methylamino-9H-pyrido[2,3-b]indole-3-carboxylic acid, ethyl ester), C(\C=C/C(=O)[O-])(=O)[O-] ((Z)-2-butenedioate). Yields the product NC1=C(C(=NC=2N(C3=CC=C(C=C3C21)O)C)C)C(=O)OC (4-amino-2,9-dimethyl-6-hydroxy-9H-pyrido[2,3-b]indole-3-carboxylic acid, methyl ester). As a reaction SMILES: [CH3:1][C:2]1[C:3]([C:18]([O:20][CH2:21]C)=[O:19])=[C:4]([NH:16]C)[C:5]2[C:13]3[C:8](=[CH:9][CH:10]=[CH:11][CH:12]=3)[N:7]([CH3:14])[C:6]=2[N:15]=1.C([O-])(=O)/C=C\C([O-])=[O:27]>>[NH2:16][C:4]1[C:5]2[C:13]3[C:8](=[CH:9][CH:10]=[C:11]([OH:27])[CH:12]=3)[N:7]([CH3:14])[C:6]=2[N:15]=[C:2]([CH3:1])[C:3]=1[C:18]([O:20][CH3:21])=[O:19]. Procedure: 2,9-dimethyl-4-methylamino-9H-pyrido[2,3-b]indole-3-carboxylic acid, ethyl ester, (Z)-2-butenedioate, or The reactants are CC(=O)OC(C)=O, O=C(O)CC(CC(=O)O)c1ccc2oc3c(c2c1)CCCC3. The product is O=C1CC(c2ccc3oc4c(c3c2)CCCC4)CC(=O)O1. As a reaction SMILES: [CH3:23][C:24]([O:25][C:26](=[O:27])[CH3:28])=[O:29].[cH:1]1[c:2]([CH:14]([CH2:15][C:16](=[O:17])[OH:18])[CH2:19][C:20](=[O:21])[OH:22])[cH:3][cH:4][c:5]2[o:6][c:7]3[c:8]([c:9]12)[CH2:10][CH2:11][CH2:12][CH2:13]3>>[cH:1]1[c:2]([CH:14]2[CH2:15][C:16](=[O:17])[O:21][C:20](=[O:22])[CH2:19]2)[cH:3][cH:4][c:5]2[o:6][c:7]3[c:8]([c:9]12)[CH2:10][CH2:11][CH2:12][CH2:13]3. The reactants are BrC=1C=C(C=CC1)C(C\C(=N/O)\C1=CC=NC=C1)C1=CC=CC=C1 ((E)-3-(3-Bromo-phenyl)-3-phenyl-1-pyridin-4-yl-propan-1-one oxime), CS(=O)(=O)C1=CC=C(C=C1)B(O)O ((4-methylsulfonylphenyl)boronic acid). Product: CS(=O)(=O)C1=CC=C(C=C1)C1=CC(=CC=C1)C(C\C(=N/O)\C1=CC=NC=C1)C1=CC=CC=C1 ((E)-3-(4′-Methanesulfonyl-biphenyl-3-yl)-3-phenyl-1-pyridin-4-yl-propan-1-one oxime). Reaction SMILES: Br[C:2]1[CH:3]=[C:4]([CH:8]([C:19]2[CH:24]=[CH:23][CH:22]=[CH:21][CH:20]=2)[CH2:9]/[C:10](/[C:13]2[CH:18]=[CH:17][N:16]=[CH:15][CH:14]=2)=[N:11]\[OH:12])[CH:5]=[CH:6][CH:7]=1.[CH3:25][S:26]([C:29]1[CH:34]=[CH:33][C:32](B(O)O)=[CH:31][CH:30]=1)(=[O:28])=[O:27]>>[CH3:25][S:26]([C:29]1[CH:34]=[CH:33][C:32]([C:2]2[CH:7]=[CH:6][CH:5]=[C:4]([CH:8]([C:19]3[CH:24]=[CH:23][CH:22]=[CH:21][CH:20]=3)[CH2:9]/[C:10](/[C:13]3[CH:14]=[CH:15][N:16]=[CH:17][CH:18]=3)=[N:11]\[OH:12])[CH:3]=2)=[CH:31][CH:30]=1)(=[O:28])=[O:27]. Reported procedure: In analogy to example 22, from (E)-3-(3-bromo-phenyl)-3-phenyl-1-pyridin-4-yl-propan-1-one oxime (example 12) and (4-methylsulfonylphenyl)boronic acid was prepared the title compound as a colorless oil, MS (ESI+): m/z=457.3 ([M+H]+).